describe an organic reaction: reactants, conditions, products, and yield From a dataset of the Open Reaction Database (ORD), a public repository of structured organic reaction records. Reactants: COc1ccc(-c2ccnc(OS(=O)(=O)C(F)(F)F)c2[N+](=O)[O-])c(C)c1, COCC(C)N, Cl. Yields the product COCC(C)Nc1nccc(-c2ccc(OC)cc2C)c1[N+](=O)[O-]. As a reaction SMILES: [CH3:1][O:2][c:3]1[cH:4][c:5]([CH3:26])[c:6](-[c:9]2[c:10]([N+:23](=[O:24])[O-:25])[c:11]([O:15][S:16]([C:17]([F:18])([F:19])[F:20])(=[O:21])=[O:22])[n:12][cH:13][cH:14]2)[cH:7][cH:8]1.[CH3:27][O:28][CH2:29][CH:30]([CH3:31])[NH2:32].[ClH:33]>>[CH3:1][O:2][c:3]1[cH:4][c:5]([CH3:26])[c:6](-[c:9]2[c:10]([N+:23](=[O:24])[O-:25])[c:11]([NH:32][CH:30]([CH2:29][O:28][CH3:27])[CH3:31])[n:12][cH:13][cH:14]2)[cH:7][cH:8]1. Reactants: COC(C1=CC(=C(C=C1)NCCN(C)C(=O)OC(C)(C)C)[N+](=O)[O-])=O (4-[2-(tert-butoxycarbonyl-methyl-amino)-ethylamino]-3-nitro-benzoic acid methyl ester). Reagents/catalysts: [Pd] (Pd—C). Run in CO.CCOC(=O)C (methanol EtOAc). Product: COC(C1=CC(=C(C=C1)NCCN(C)C(=O)OC(C)(C)C)N)=O (3-Amino-4-[2-(tert-butoxycarbonyl-methyl-amino)-ethylamino]-benzoic acid methyl ester). Isolated yield 90.0%. RXN SMILES: [CH3:1][O:2][C:3](=[O:25])[C:4]1[CH:9]=[CH:8][C:7]([NH:10][CH2:11][CH2:12][N:13]([C:15]([O:17][C:18]([CH3:21])([CH3:20])[CH3:19])=[O:16])[CH3:14])=[C:6]([N+:22]([O-])=O)[CH:5]=1>CO.CCOC(C)=O.[Pd]>[CH3:1][O:2][C:3](=[O:25])[C:4]1[CH:9]=[CH:8][C:7]([NH:10][CH2:11][CH2:12][N:13]([C:15]([O:17][C:18]([CH3:19])([CH3:21])[CH3:20])=[O:16])[CH3:14])=[C:6]([NH2:22])[CH:5]=1 |f:1.2|. Procedure details: 3-Amino-4-[2-(tert-butoxycarbonyl-methyl-amino)-ethylamino]-benzoic acid methyl ester (1.4 g) was prepared by following General Procedure B starting from 4-[2-(tert-butoxycarbonyl-methyl-amino)-ethylamino]-3-nitro-benzoic acid methyl ester (1.7 g) and Pd—C (350 mg) in methanol:EtOAc (1:1, 20 mL). Reactants: O=C([O-])O, C1COCCN1, CCN=C=NCCCN(C)C, ClC(Cl)Cl, CN(C)C(=O)C1CCC(C(=O)Nc2c(C(=O)Nc3ccc(Cl)cn3)oc3ccc(C(=O)O)cc23)CC1, Cl, [Na+], On1nnc2ccccc21, c1ccncc1. Yields the product CN(C)C(=O)C1CCC(C(=O)Nc2c(C(=O)Nc3ccc(Cl)cn3)oc3ccc(C(=O)N4CCOCC4)cc23)CC1. RXN SMILES: [C:65](=[O:66])([O-:67])[OH:68].[CH2:37]1[CH2:38][O:39][CH2:40][CH2:41][NH:42]1.[CH2:54]([N:55]=[C:56]=[N:57][CH2:58][CH2:59][CH2:60][N:61]([CH3:62])[CH3:63])[CH3:64].[CH:76]([Cl:77])([Cl:78])[Cl:79].[Cl:1][c:2]1[cH:3][cH:4][c:5]([NH:8][C:9](=[O:10])[c:11]2[o:12][c:13]3[c:14]([c:15]2[NH:16][C:17](=[O:18])[CH:19]2[CH2:20][CH2:21][CH:22]([C:25](=[O:26])[N:27]([CH3:28])[CH3:29])[CH2:23][CH2:24]2)[cH:30][c:31]([C:34](=[O:35])[OH:36])[cH:32][cH:33]3)[n:6][cH:7]1.[ClH:53].[Na+:69].[OH:43][n:44]1[c:45]2[cH:46][cH:47][cH:48][cH:49][c:50]2[n:51][n:52]1.[n:70]1[cH:71][cH:72][cH:73][cH:74][cH:75]1>>[Cl:1][c:2]1[cH:3][cH:4][c:5]([NH:8][C:9](=[O:10])[c:11]2[o:12][c:13]3[c:14]([c:15]2[NH:16][C:17](=[O:18])[CH:19]2[CH2:20][CH2:21][CH:22]([C:25](=[O:26])[N:27]([CH3:28])[CH3:29])[CH2:23][CH2:24]2)[cH:30][c:31]([C:34](=[O:36])[N:42]2[CH2:37][CH2:38][O:39][CH2:40][CH2:41]2)[cH:32][cH:33]3)[n:6][cH:7]1.